Dataset: the Open Reaction Database (ORD), a public repository of structured organic reaction records. Task: describe an organic reaction: reactants, conditions, products, and yield The reactants are C(Cl)Cl (CH2Cl2), [N+](=O)([O-])C1=CC=2CC3=CC=CC=C3C2C=C1 (2-nitrofluorene), O=C1NC=CC=C1C=O (2-oxo-1,2-dihydro-pyridine-3-carbaldehyde), KF Al2O3. Solvent: CO (methanol). Run at temperature 85 celsius, time 24 hour. The product is [N+](=O)([O-])C1=CC=2C(C3=CC=CC=C3C2C=C1)=CC=1C(NC=CC1)=O (3-((2-Nitro-9H-fluoren-9-ylidene)methyl)pyridin-2(1H)-one). Reaction SMILES: [N+:1]([C:4]1[CH:16]=[CH:15][C:14]2[C:13]3[C:8](=[CH:9][CH:10]=[CH:11][CH:12]=3)[CH2:7][C:6]=2[CH:5]=1)([O-:3])=[O:2].[O:17]=[C:18]1[C:23]([CH:24]=O)=[CH:22][CH:21]=[CH:20][NH:19]1.C(Cl)Cl>CO>[N+:1]([C:4]1[CH:16]=[CH:15][C:14]2[C:13]3[C:8](=[CH:9][CH:10]=[CH:11][CH:12]=3)[C:7](=[CH:24][C:23]3[C:18](=[O:17])[NH:19][CH:20]=[CH:21][CH:22]=3)[C:6]=2[CH:5]=1)([O-:3])=[O:2]. Procedure details: To a solution of 2-nitrofluorene (326 mg, 1.54 mmol) and 2-oxo-1,2-dihydro-pyridine-3-carbaldehyde (19 mg, 1.54 mmol) in 10 mL of methanol was added KF—Al2O3 (224 mg, 1.38 mmol). The resulting mixture was stirred at 85° C. After 24 hrs, TLC indicated that a new product was produced and lots of starting material was still remained. 40 mL of CH2Cl2 was added into the reaction mixture. The insoluble solid was filtrated, and the filtrate was concentrated under vacuum to give a yellow solid, which wa... Starting materials: C(#N)C=1NC=[N+](C1[O-])[C@H]1[C@H](OC(C)=O)[C@H](OC(C)=O)[C@H](O1)COC(C)=O (4-cyano-1-(2,3,5-tri-O-acetyl-β-D-ribofuranosyl)imidazolium-5-olate), CO.C[O-].[Na+] (sodium methoxide methanol). The solvent is CO (methanol). The product is C(#N)C=1NC=[N+](C1[O-])[C@H]1[C@H](O)[C@H](O)[C@H](O1)CO (4-cyano-1-β-D-ribofuranosylimidazolium-5-olate). The yield is 92.6%. As a reaction SMILES: [C:1]([C:3]1[NH:4][CH:5]=[N+:6]([C@@H:9]2[O:21][C@H:20]([CH2:22][O:23]C(=O)C)[C@@H:15]([O:16]C(=O)C)[C@H:10]2[O:11]C(=O)C)[C:7]=1[O-:8])#[N:2].CO.C[O-].[Na+]>CO>[C:1]([C:3]1[NH:4][CH:5]=[N+:6]([C@@H:9]2[O:21][C@H:20]([CH2:22][OH:23])[C@@H:15]([OH:16])[C@H:10]2[OH:11])[C:7]=1[O-:8])#[N:2] |f:1.2.3|. Reported procedure: To a mixture of 6.921 g of 4-cyano-1-(2,3,5-tri-O-acetyl-β-D-ribofuranosyl)imidazolium-5-olate and 50 ml of dry methanol was added 20.37 g of 25% (W/W) sodium methoxide methanol solution under ice-cooling. The reaction mixture was stirred for ten minutes at the same temperature and concentrated to dryness in vacuo. The resulting residue was purified by column chromatography on reversed phase silica gel [Merck RP-8 eluted with 1% acetic acid solution] to give 4.21 g of 4-cyano-1-β-D-ribofuranosyl... Reactants: O=C([O-])[O-], COC(=O)Cc1cc(Cl)nc(-c2ccc(C(F)(F)F)cc2)c1, COCCOC, OB(O)c1cc(C(F)(F)F)cc(C(F)(F)F)c1, [Na+], [Na+], O, c1ccc(P(c2ccccc2)(c2ccccc2)[Pd](P(c2ccccc2)(c2ccccc2)c2ccccc2)(P(c2ccccc2)(c2ccccc2)c2ccccc2)P(c2ccccc2)(c2ccccc2)c2ccccc2)cc1. Yields the product COC(=O)Cc1cc(-c2ccc(C(F)(F)F)cc2)nc(-c2cc(C(F)(F)F)cc(C(F)(F)F)c2)c1. Reaction SMILES: [C:40](=[O:41])([O-:42])[O-:43].[CH3:1][O:2][C:3]([CH2:4][c:5]1[cH:6][c:7]([Cl:21])[n:8][c:9](-[c:11]2[cH:12][cH:13][c:14]([C:17]([F:18])([F:19])[F:20])[cH:15][cH:16]2)[cH:10]1)=[O:22].[CH3:46][O:47][CH2:48][CH2:49][O:50][CH3:51].[F:23][C:24]([c:25]1[cH:26][c:27]([B:35]([OH:36])[OH:37])[cH:28][c:29]([C:31]([F:32])([F:33])[F:34])[cH:30]1)([F:38])[F:39].[Na+:44].[Na+:45].[OH2:52].[cH:53]1[cH:54][cH:55][c:56]([P:57]([Pd:58]([P:59]([c:60]2[cH:61][cH:62][cH:63][cH:64][cH:65]2)([c:66]2[cH:67][cH:68][cH:69][cH:70][cH:71]2)[c:72]2[cH:73][cH:74][cH:75][cH:76][cH:77]2)([P:78]([c:79]2[cH:80][cH:81][cH:82][cH:83][cH:84]2)([c:85]2[cH:86][cH:87][cH:88][cH:89][cH:90]2)[c:91]2[cH:92][cH:93][cH:94][cH:95][cH:96]2)[P:97]([c:98]2[cH:99][cH:100][cH:101][cH:102][cH:103]2)([c:104]2[cH:105][cH:106][cH:107][cH:108][cH:109]2)[c:110]2[cH:111][cH:112][cH:113][cH:114][cH:115]2)([c:116]2[cH:117][cH:118][cH:119][cH:120][cH:121]2)[c:122]2[cH:123][cH:124][cH:125][cH:126][cH:127]2)[cH:128][cH:129]1>>[CH3:1][O:2][C:3]([CH2:4][c:5]1[cH:6][c:7](-[c:27]2[cH:26][c:25]([C:24]([F:23])([F:38])[F:39])[cH:30][c:29]([C:31]([F:32])([F:33])[F:34])[cH:28]2)[n:8][c:9](-[c:11]2[cH:12][cH:13][c:14]([C:17]([F:18])([F:19])[F:20])[cH:15][cH:16]2)[cH:10]1)=[O:22]. Starting materials: Compound B, Compound C, Compound E, C(C(=O)O)(=O)O.C(C(=O)O)(=O)O.CS(=O)(=O)N (methanesulfonamide dioxalate), Compound, Compound, Compound, C(C(=O)O)(=O)O.C(C(=O)O)(=O)O.C(C)N(CCCC(=O)C1=CC=C(C=C1)NS(=O)(=O)C)CCC1=NC(=CC=C1)C (N-[4-[4-{N-ethyl-2-(6-methyl-2-pyridyl)-ethylamino}butyryl]phenyl]methanesulfonamide dioxalate), Compound D, Compound, C(C(=O)O)(=O)O.C(C(=O)O)(=O)O.CN(CCC(=O)C1=CC=C(C=C1)NS(=O)(=O)C)CCC1=NC(=CC=C1)C (N-[4-[3-{N-methyl-(6-methyl-2-pyridyl)-ethylamino}propionyl]phenyl]methanesulfonamide dioxalate), N-[4-[4-{N-methyl-2-(6-methyl-2-pyridyl)-ethylamino}butyrul]phenyl]methanesulfonamide dioxalate. Product: C(C(=O)O)(=O)O.C(C(=O)O)(=O)O.CN(C1=CC(=C(C=C1)NS(=O)(=O)C)C(C)=O)CCC1=NC(=CC=C1)C (N-[4-{N-methyl-(6methyl-2-pyridyl)ethylamino}-acetylphenyl]methanesulfonamide dioxalate). As a reaction SMILES: [C:1]([OH:6])(=[O:5])[C:2]([OH:4])=[O:3].[C:7](O)(=O)[C:8](O)=O.CN(CCC1C=CC=C(C)N=1)CCC([C:19]1[CH:24]=[CH:23][C:22]([NH:25][S:26]([CH3:29])(=[O:28])=[O:27])=[CH:21][CH:20]=1)=O.C(O)(=O)C(O)=O.C(O)(=O)C(O)=O.[CH2:51]([N:53]([CH2:70][CH2:71][C:72]1[CH:77]=[CH:76][CH:75]=C(C)[N:73]=1)CCCC(C1C=CC(NS(C)(=O)=O)=CC=1)=O)C.C(O)(=O)C(O)=O.C(O)(=O)C(O)=O.CS(N)(=O)=O>>[C:1]([OH:6])(=[O:5])[C:2]([OH:4])=[O:3].[C:1]([OH:6])(=[O:5])[C:2]([OH:4])=[O:3].[CH3:51][N:53]([CH2:70][CH2:71][C:72]1[CH:77]=[CH:76][CH:75]=[C:7]([CH3:8])[N:73]=1)[C:19]1[CH:20]=[CH:21][C:22]([NH:25][S:26]([CH3:29])(=[O:27])=[O:28])=[C:23]([C:1](=[O:6])[CH3:2])[CH:24]=1 |f:0.1.2,3.4.5,6.7.8,9.10.11|. Reported procedure: ##STR27## Compound B: Compound prepared in Example 2: N-[4-[3-{N-methyl-(6-methyl-2-pyridyl)-ethylamino}propionyl]phenyl]methanesulfonamide dioxalate: ##STR28## Compound C; Compound prepared in Example 4: N-[4-[4-{N-methyl-2-(6-methyl-2-pyridyl)-ethylamino}butyrul]phenyl]methanesulfonamide dioxalate: ##STR29## Compound D: Compound prepared in Example 5: N-[4-[4-{N-ethyl-2-(6-methyl-2-pyridyl)-ethylamino}butyryl]phenyl]methanesulfonamide dioxalate: ##STR30## Compound E: Compound prepared in Examp... Reported procedure: A solution of (R)-4-allyl-1-((S)-3,3-dimethylbutan-2-yl)-4-(4-fluorophenyl)tetrahydropyrimidin-2(1H)-one (285 mg, 0.90 mmol) in CH2Cl2 (5 mL) was treated with O3 till the mixture was turned blue. Then NaBH4 was added and the mixture was stirred at rt till the reaction was over. The reaction was quenched with H2O, and the mixture was extracted with EtOAc. The organic phase was washed with brine, dried over Na2SO4, filtered and concentrated to give the crude product, which was purified by preparat... The yield is 42.0%. RXN SMILES: [CH2:1]([C@:4]1([C:17]2[CH:22]=[CH:21][C:20]([F:23])=[CH:19][CH:18]=2)[CH2:9][CH2:8][N:7]([C@H:10]([C:12]([CH3:15])([CH3:14])[CH3:13])[CH3:11])[C:6](=[O:16])[NH:5]1)[CH:2]=C.[O:24]=[O+][O-].[BH4-].[Na+]>C(Cl)Cl>[CH3:13][C:12]([CH3:15])([CH3:14])[C@@H:10]([N:7]1[CH2:8][CH2:9][C@@:4]([C:17]2[CH:22]=[CH:21][C:20]([F:23])=[CH:19][CH:18]=2)([CH2:1][CH2:2][OH:24])[NH:5][C:6]1=[O:16])[CH3:11] |f:2.3|. Run in C(Cl)Cl (CH2Cl2). The product is CC([C@H](C)N1C(N[C@@](CC1)(CCO)C1=CC=C(C=C1)F)=O)(C)C ((S)-1-((S)-3,3-dimethylbutan-2-yl)-4-(4-fluorophenyl)-4-(2-hydroxyethyl)tetrahydropyrimidin-2(1H)-one). Reactants: C(C=C)[C@]1(NC(N(CC1)[C@@H](C)C(C)(C)C)=O)C1=CC=C(C=C1)F ((R)-4-allyl-1-((S)-3,3-dimethylbutan-2-yl)-4-(4-fluorophenyl)tetrahydropyrimidin-2(1H)-one), O=[O+][O-] (O3), [BH4-].[Na+] (NaBH4). Starting materials: 1-M, [F-].C(CCC)[N+](CCCC)(CCCC)CCCC (tetrabutylammonium fluoride), resultant solution, C(C)(=O)O (acetic acid), [Si](C)(C)(C(C)(C)C)OC[C@@]1(CC[C@@H](O1)N1C=NC=2C(N)=NC(=NC12)F)C#C[Si](CC)(CC)CC (5′-O-t-butyldimethylsilyl-2′,3′-dideoxy-4′-C-triethylsilylethynyl-2-fluoroadenosine), compound 23. Solvent: O1CCCC1 (tetrahydrofuran), O1CCCC1 (tetrahydrofuran). Conditions: time 5 minute. The product is C(#C)[C@]1(CC[C@@H](O1)N1C=NC=2C(N)=NC(=NC12)F)CO (2′,3′-dideoxy-4′-C-ethynyl-2-fluoroadenosine). As a reaction SMILES: [Si]([O:8][CH2:9][C@@:10]1([C:26]#[C:27][Si](CC)(CC)CC)[O:14][C@@H:13]([N:15]2[C:24]3[N:23]=[C:22]([F:25])[N:21]=[C:19]([NH2:20])[C:18]=3[N:17]=[CH:16]2)[CH2:12][CH2:11]1)(C(C)(C)C)(C)C.[F-].C([N+](CCCC)(CCCC)CCCC)CCC.C(O)(=O)C>O1CCCC1>[C:26]([C@:10]1([CH2:9][OH:8])[O:14][C@@H:13]([N:15]2[C:24]3[N:23]=[C:22]([F:25])[N:21]=[C:19]([NH2:20])[C:18]=3[N:17]=[CH:16]2)[CH2:12][CH2:11]1)#[CH:27] |f:1.2|. Procedure details: Compound 22 (101 mg, 0.200 mmol) was dissolved in tetrahydrofuran (10 ml), and a solution of 1-M tetrabutylammonium fluoride in tetrahydrofuran (0.42 ml, 0.42 mmol) was added to the resultant solution, followed by stirring at room temperature for five minutes. After acetic acid (24 μl) was added to the resultant reaction mixture, the resultant mixture was concentrated under reduced pressure. The thus-obtained residue was purified by means of silica gel column chromatography (silica gel 15 ml, ch... Starting materials: ClC1=CC=C(C=C1)C(CCC(=O)OC)(CC)N1C=CC2=C(C=CC=C12)NS(=O)(=O)C (methyl 4-(4-chlorophenyl)-4-(4-(methylsulfonamido)-1H-indol-1-yl)hexanoate), [H-].[Al+3].[Li+].[H-].[H-].[H-] (lithium aluminium hydride), O (Water). Solvent: O1CCCC1 (tetrahydrofuran). Run at time 4 hour. Product: ClC1=CC=C(C=C1)C(CC)(CCCO)N1C=CC2=C(C=CC=C12)NS(=O)(=O)C (N-(1-(3-(4-chlorophenyl)-6-hydroxyhexan-3-yl)-1H-indol-4-yl)methanesulfonamide). As a reaction SMILES: [Cl:1][C:2]1[CH:7]=[CH:6][C:5]([C:8]([N:17]2[C:25]3[C:20](=[C:21]([NH:26][S:27]([CH3:30])(=[O:29])=[O:28])[CH:22]=[CH:23][CH:24]=3)[CH:19]=[CH:18]2)([CH2:15][CH3:16])[CH2:9][CH2:10][C:11](OC)=[O:12])=[CH:4][CH:3]=1.[H-].[Al+3].[Li+].[H-].[H-].[H-].O>O1CCCC1>[Cl:1][C:2]1[CH:7]=[CH:6][C:5]([C:8]([N:17]2[C:25]3[C:20](=[C:21]([NH:26][S:27]([CH3:30])(=[O:28])=[O:29])[CH:22]=[CH:23][CH:24]=3)[CH:19]=[CH:18]2)([CH2:9][CH2:10][CH2:11][OH:12])[CH2:15][CH3:16])=[CH:4][CH:3]=1 |f:1.2.3.4.5.6|. Procedure details: To a solution of methyl 4-(4-chlorophenyl)-4-(4-(methylsulfonamido)-1H-indol-1-yl)hexanoate (20 mg, 0.045 mmol), as described in Example 44 Step E, in tetrahydrofuran (2 mL) was added lithium aluminium hydride (2.5 mg, 0.0675 mmol) at 0° C. The mixture was gradually warmed to room temperature and stirred for 4 h. Water (1 mL) was carefully added to the reaction mixture, and extracted with ethyl acetate. The combined organic layers were washed with brine (30 mL), dried over anhydrous sodium sulfa...